This data is from the Open Reaction Database (ORD), a public repository of structured organic reaction records. The task is: describe an organic reaction: reactants, conditions, products, and yield Reactants: TEA, N1(CCNCC1)C(=O)OC(C)(C)C (t-butyl piperazine-1-carboxylate), FC1=C(C=C(COS(=O)(=O)C)C=C1)[N+](=O)[O-] (methanesulfonic acid 4-fluoro-3-nitro-benzyl ester), FC1=C(C=C(COS(=O)(=O)C)C=C1)[N+](=O)[O-] (methanesulfonic acid 4-fluoro-3-nitro-benzyl ester). Run in CCOC(=O)C (EtOAc). Reaction conditions: time 30 minute. The product is C(C)(C)(C)OC(=O)N1CCN(CC1)CC1=CC(=C(C=C1)F)[N+](=O)[O-] (4-(4-fluoro-3-nitro-benzyl)-piperazine-1-carboxylic acid tert-butyl ester). RXN SMILES: [N:1]1([C:7]([O:9][C:10]([CH3:13])([CH3:12])[CH3:11])=[O:8])[CH2:6][CH2:5][NH:4][CH2:3][CH2:2]1.[F:14][C:15]1[CH:26]=[CH:25][C:18]([CH2:19]OS(C)(=O)=O)=[CH:17][C:16]=1[N+:27]([O-:29])=[O:28]>CCOC(C)=O>[C:10]([O:9][C:7]([N:1]1[CH2:6][CH2:5][N:4]([CH2:19][C:18]2[CH:25]=[CH:26][C:15]([F:14])=[C:16]([N+:27]([O-:29])=[O:28])[CH:17]=2)[CH2:3][CH2:2]1)=[O:8])([CH3:13])([CH3:12])[CH3:11]. Reported procedure: To 1.0 eq of methanesulfonic acid 4-fluoro-3-nitro-benzyl ester (2B) in DMF (about 0.6 M 2B in DMF) was added about 1.05 eq of TEA and about 1.0 eq of t-butyl piperazine-1-carboxylate. The mixture was stirred for 30 min at room temperature, diluted with EtOAc, washed with NH4Cl solution, dried (Na2SO4) and evaporated. Purification by flash chromatography over silica with 50% EtOAc/hexanes as the eluant afforded 4-(4-fluoro-3-nitro-benzyl)-piperazine-1-carboxylic acid tert-butyl ester (2C). Starting materials: C(CC)C=1NC(=C(C1CC(C)C)C)C(=O)OCC (2-n-propyl-3-isobutyl-4-methyl-5-carbethoxy-pyrrole), C=O (paraformaldehyde). Product: C(CC)C=1NC(=C(C1CC(C)C)C)C (2-n-propyl-3-isobutyl-4,5-di-methyl-pyrrole). As a reaction SMILES: [CH2:1]([C:4]1[NH:5][C:6]([C:14](OCC)=O)=[C:7]([CH3:13])[C:8]=1[CH2:9][CH:10]([CH3:12])[CH3:11])[CH2:2][CH3:3].C=O>>[CH2:1]([C:4]1[NH:5][C:6]([CH3:14])=[C:7]([CH3:13])[C:8]=1[CH2:9][CH:10]([CH3:11])[CH3:12])[CH2:2][CH3:3]. Procedure details: 2-n-propyl-3-isobutyl-4-methyl-5-carbethoxy-pyrrole was reductively alkylated with paraformaldehyde to yield 2-n-propyl-3-isobutyl-4,5-di-methyl-pyrrole. ##STR109## Reactants: BrC1=CC=C(N)C=C1 (4-bromoaniline), C(C)OC(CC(=O)C(F)(F)F)=O (ethyl-4,4,4-trifluoroacetoacetate), C1(=CC=CC=C1)C (toluene). Product: C1(=CCCCCC1)C=1C=C2C(=CC(NC2=CC1)=O)C(F)(F)F (6-Cycloheptenyl-4-trifluoromethyl-2(1H)-quinolinone). As a reaction SMILES: Br[C:2]1[CH:8]=[CH:7][C:5]([NH2:6])=[CH:4][CH:3]=1.C(O[C:12](=[O:20])[CH2:13][C:14]([C:16]([F:19])([F:18])[F:17])=O)C.[C:21]1([CH3:27])[CH:26]=[CH:25][CH:24]=[CH:23][CH:22]=1>>[C:22]1([C:2]2[CH:8]=[C:7]3[C:5](=[CH:4][CH:3]=2)[NH:6][C:12](=[O:20])[CH:13]=[C:14]3[C:16]([F:17])([F:18])[F:19])[CH2:23][CH2:24][CH2:25][CH2:26][CH2:21][CH:27]=1. Procedure: In a 100-mL flask a solution of 4-bromoaniline (20 g, 116 mmol) and ethyl-4,4,4-trifluoroacetoacetate (25.5 mL, 175 mmol, 1.5 equiv) in toluene (5 mL) is heated to reflux for 5 h, cooled and excess solvent removed to provide N-(4-bromophenyl)-4,4,4-trifluoroacetoacetamide (Structure 15 of Scheme XX). The crude reaction mixture is then dissolved in CH2Cl2 (40 mL) and water (10 mL) and then treated with N-fluorobenzenesulfonimide (1.1 equiv) at room temperature overnight. The reaction mixture is t... Reactants: ClC1=CC=C(C=C1)C1(OC(CC1)CCC)CBr (2-(4-chlorophenyl)-2-bromomethyl-5-prop-1-yltetrahydrofuran), C(C)C(CCO)C(=C)C1=CC=C(C=C1)Cl (3-ethyl-4-(4-chlorophenyl)pent-4-en-1-ol), BrBr (bromine), N1=CC=CC=C1 (pyridine), ClCCl (dichloromethane). Product: ClC1=CC=C(C=C1)C1(OCCC1(CC)C)Br (2-(4-chlorophenyl)-2-bromo-methyl-3-ethyltetrahydrofuran). RXN SMILES: ClC1C=CC(C2([CH2:16][Br:17])CCC(CCC)O2)=CC=1.[CH2:18]([CH:20]([C:24]([C:26]1C=CC(Cl)=CC=1)=C)[CH2:21][CH2:22][OH:23])C.BrBr.N1[CH:40]=[CH:39][CH:38]=[CH:37][CH:36]=1.Cl[CH2:42][Cl:43]>>[Cl:43][C:42]1[CH:40]=[CH:39][C:38]([C:16]2([Br:17])[C:20]([CH3:18])([CH2:24][CH3:26])[CH2:21][CH2:22][O:23]2)=[CH:37][CH:36]=1. Reported procedure: By the cyclisation procedure described for the preparation of 2-(4-chlorophenyl)-2-bromomethyl-5-prop-1-yltetrahydrofuran (see Example 1), 3-ethyl-4-(4-chlorophenyl)pent-4-en-1-ol (1.20 g), bromine (0.86 g), and pyridine (0.43 g) in dichloromethane gave 2-(4-chlorophenyl)-2-bromo-methyl-3-ethyltetrahydrofuran (1.60 g) as a red oil. The reactants are ClC=1C=C2CCC(CC2=CC1)=O (6-chloro-2-tetralone), C[C@@H](C1=CC=CC=C1)N ((S)-(-)-α-methylbenzylamine), O (water). Run in C1(=CC=CC=C1)C (toluene). Product: enamine, ClC=1C=C2CCC(=CC2=CC1)[C@@H](C1=CC=CC=C1)C ((S)-6-chloro-2-(α-methylbenzyl)-3,4-dihydronaphthalene). RXN SMILES: [Cl:1][C:2]1[CH:3]=[C:4]2[C:9](=[CH:10][CH:11]=1)[CH2:8][C:7](=O)[CH2:6][CH2:5]2.[CH3:13][C@H:14](N)[C:15]1[CH:20]=[CH:19][CH:18]=[CH:17][CH:16]=1.O>C1(C)C=CC=CC=1>[Cl:1][C:2]1[CH:3]=[C:4]2[C:9](=[CH:10][CH:11]=1)[CH:8]=[C:7]([C@H:14]([CH3:13])[C:15]1[CH:20]=[CH:19][CH:18]=[CH:17][CH:16]=1)[CH2:6][CH2:5]2. Procedure: To a stirred solution of 6-chloro-2-tetralone (1.0 equiv., 100.0 mmol., 18.06 g) in toluene (300 ml) was added (S)-(-)-α-methylbenzylamine (1.0 equiv., 100.0 mmol., 12.9 ml). The mixture was heated at reflux for 3 hrs with the azeotropic removal of water (Dean-Stark). The cooled reaction mixture was concentrated in vacuo to give the enamine, (S)-6-chloro-2-(α-methylbenzyl)-3,4-dihydronaphthalene, as a purple oil. The oil was taken up in chloroform (150 ml) and saturated aqueous sodium bicarbonat... Reactants: C(C)(=O)O (acetic acid), OO (hydrogen peroxide), C(C)(=O)C=1C(=C2C(C(CSC2=C(C1)Cl)(C)C)=O)C (6-acetyl-8-chloro-3,3,5-trimethylthiochroman-4-one), S(=O)(O)[O-].[Na+] (sodium hydrogensulfite), OO (hydrogen peroxide). Solvent: O (water). Reaction conditions: time 2.5 hour. The product is C(C)(=O)C=1C(=C2C(C(CS(C2=C(C1)Cl)(=O)=O)(C)C)=O)C (6-acetyl-8-chloro-3,3,5-trimethylthiochroman-4-one-1,1-dioxide). The yield is 88.0%. Reaction SMILES: C(O)(=O)C.OO.[C:7]([C:10]1[C:11]([CH3:24])=[C:12]2[C:17](=[C:18]([Cl:20])[CH:19]=1)S[CH2:15][C:14]([CH3:22])([CH3:21])[C:13]2=[O:23])(=[O:9])[CH3:8].[S:25]([O-:28])(O)=[O:26].[Na+]>O>[C:7]([C:10]1[C:11]([CH3:24])=[C:12]2[C:17](=[C:18]([Cl:20])[CH:19]=1)[S:25](=[O:28])(=[O:26])[CH2:22][C:14]([CH3:21])([CH3:15])[C:13]2=[O:23])(=[O:9])[CH3:8] |f:3.4|. Reported procedure: 4 Milliliters of acetic acid and 2.12 g (18.71 mmol) of a 30 wt % hydrogen peroxide aqueous solution were added to 2.20 g (7.79 mmol) of 6-acetyl-8-chloro-3,3,5-trimethylthiochroman-4-one in a 100-ml round-bottomed flask, and the mixture was reached at 80° C. for 2.5 hours. The reaction mixture was diluted with about 50 ml of water, and a sodium hydrogensulfite aqueous solution was added to decompose excess hydrogen peroxide. Then, the reaction mixture was extracted with ethyl acetate. An organi... Yields the product Fc1ccc(Sc2cccc(F)c2C=CCNOC2CCCCO2)cc1. RXN SMILES: [F:9][c:10]1[cH:11][cH:12][c:13]([S:16][c:17]2[c:18]([CH:24]=[CH:25][CH2:26][Br:27])[c:19]([F:23])[cH:20][cH:21][cH:22]2)[cH:14][cH:15]1.[O:1]1[CH:2]([O:7][NH2:8])[CH2:3][CH2:4][CH2:5][CH2:6]1.[O:29]=[CH:30][N:31]([CH3:32])[CH3:33].[OH2:28]>>[O:1]1[CH:2]([O:7][NH:8][CH2:26][CH:25]=[CH:24][c:18]2[c:17]([S:16][c:13]3[cH:12][cH:11][c:10]([F:9])[cH:15][cH:14]3)[cH:22][cH:21][cH:20][c:19]2[F:23])[CH2:3][CH2:4][CH2:5][CH2:6]1. Starting materials: Fc1ccc(Sc2cccc(F)c2C=CCBr)cc1, NOC1CCCCO1, CN(C)C=O, O.